This data is from the Open Reaction Database (ORD), a public repository of structured organic reaction records. The task is: describe an organic reaction: reactants, conditions, products, and yield Reactants: FC(C(=O)O)(F)F (Trifluoracetic acid), ClC1=C(C=CC(=C1)Cl)C=1C=CC2=C(C1)C1CN(CCC1O2)C(=O)OC(C)(C)C (tert-Butyl 8-(2,4-dichlorophenyl)-3,4,4a,9b-tetrahydro[1]benzofuro[3,2-c]pyridine-2(1H)-carboxylate), [OH-].[Na+] (NaOH). The solvent is C(Cl)Cl (CH2Cl2). Reaction conditions: time 2 hour. Yields the product ClC1=C(C=CC(=C1)Cl)C=1C=CC2=C(C1)C1CNCCC1O2 (8-(2,4-Dichlorophenyl)-1,2,3,4,4a,9b-hexahydro[1]benzofuro[3,2-c]pyridine). As a reaction SMILES: [Cl:1][C:2]1[CH:7]=[C:6]([Cl:8])[CH:5]=[CH:4][C:3]=1[C:9]1[CH:10]=[CH:11][C:12]2[O:21][CH:20]3[CH:15]([CH2:16][N:17](C(OC(C)(C)C)=O)[CH2:18][CH2:19]3)[C:13]=2[CH:14]=1.FC(F)(F)C(O)=O.[OH-].[Na+]>C(Cl)Cl>[Cl:1][C:2]1[CH:7]=[C:6]([Cl:8])[CH:5]=[CH:4][C:3]=1[C:9]1[CH:10]=[CH:11][C:12]2[O:21][CH:20]3[CH:15]([CH2:16][NH:17][CH2:18][CH2:19]3)[C:13]=2[CH:14]=1 |f:2.3|. Procedure details: tert-Butyl 8-(2,4-dichlorophenyl)-3,4,4a,9b-tetrahydro[1]benzofuro[3,2-c]pyridine-2(1H)-carboxylate (0.221 g, 0.53 mmol) was dissolved in CH2Cl2 (7 mL). Trifluoracetic acid (0.81 mL, 20 equiv.) was added, and the reaction mixture was stirred at rt under N2 for 2 h. The reaction mixture was cooled to −5° C. and 2N aqueous NaOH (8 mL) was added. The reaction mixture was partitioned between CH2Cl2 and water. The water layer was extracted with CH2Cl2 (2×) and with 25:1 CH2Cl2:CH3OH (2×). The combine... The reactants are C(C1=CC=CC=C1)Br (benzyl bromide), 6.71, C(C=C)C1=C(C=CC=C1)O (2-allylphenol), [H-].[Na+] (sodium hydride), O (water). Run in CN(C=O)C (dimethylformamide), CN(C=O)C (dimethylformamide), CN(C=O)C (dimethylformamide). Conditions: temperature 25 celsius, time 1 hour. Yields the product C(C1=CC=CC=C1)OC1=C(C=CC=C1)CC=C (2-allylphenyl benzyl ether). Yield: 86.4%. Reaction SMILES: [CH2:1]([C:4]1[CH:9]=[CH:8][CH:7]=[CH:6][C:5]=1[OH:10])[CH:2]=[CH2:3].[H-].[Na+].[CH2:13](Br)[C:14]1[CH:19]=[CH:18][CH:17]=[CH:16][CH:15]=1.O>CN(C)C=O>[CH2:13]([O:10][C:5]1[CH:6]=[CH:7][CH:8]=[CH:9][C:4]=1[CH2:1][CH:2]=[CH2:3])[C:14]1[CH:19]=[CH:18][CH:17]=[CH:16][CH:15]=1 |f:1.2|. Procedure: A solution of 6.71 (50 mmol) of 2-allylphenol in 50 ml of dimethylformamide was added dropwise to a stirred suspension of 2.20 g (55 mol) of a 60% dispersion of sodium hydride in mineral oil in 30 ml of dimethylformamide. The mixture was stirred at 25° C. for 1 hour and then a solution of 5.95 ml (50 mmol) of benzyl bromide in 20 ml of dimethylformamide was added dropwise. After the resulting mixture was stirred at 25° C. for 18 hours 500 ml of water was added and the mixture was extracted with ... Starting materials: C(C1=CC=CC=C1)OC(=O)NCCN1C(C(SC2=C1C=C(C(=C2)C)C(=O)N([C@H]2CN(CCC2)C(=O)OC(C)(C)C)C(C)C)(C)C)=O (tert-Butyl (3R)-3-[{[4-(2-{[(benzyloxy)carbonyl]amino}ethyl)-2,2,7-trimethyl-3-oxo-3,4-dihydro-2H-1,4-benzothiazin-6-yl]carbonyl}(isopropyl)amino]piperidine-1-carboxylate). Reagents/catalysts: [OH-].[OH-].[Pd+2] (palladium hydroxide/carbon). Run in CO (methanol). Reaction conditions: time 3 hour. Yields the product NCCN1C(C(SC2=C1C=C(C(=C2)C)C(=O)N([C@H]2CN(CCC2)C(=O)OC(C)(C)C)C(C)C)(C)C)=O (tert-Butyl (3R)-3-[{[4-(2-aminoethyl)-2,2,7-trimethyl-3-oxo-3,4-dihydro-2H-1,4-benzothiazin-6-yl]carbonyl}(isopropyl)amino]piperidine-1-carboxylate). Yield: 116.9%. RXN SMILES: C(OC([NH:11][CH2:12][CH2:13][N:14]1[C:19]2[CH:20]=[C:21]([C:25]([N:27]([CH:41]([CH3:43])[CH3:42])[C@@H:28]3[CH2:33][CH2:32][CH2:31][N:30]([C:34]([O:36][C:37]([CH3:40])([CH3:39])[CH3:38])=[O:35])[CH2:29]3)=[O:26])[C:22]([CH3:24])=[CH:23][C:18]=2[S:17][C:16]([CH3:45])([CH3:44])[C:15]1=[O:46])=O)C1C=CC=CC=1>CO.[OH-].[OH-].[Pd+2]>[NH2:11][CH2:12][CH2:13][N:14]1[C:19]2[CH:20]=[C:21]([C:25]([N:27]([CH:41]([CH3:42])[CH3:43])[C@@H:28]3[CH2:33][CH2:32][CH2:31][N:30]([C:34]([O:36][C:37]([CH3:38])([CH3:40])[CH3:39])=[O:35])[CH2:29]3)=[O:26])[C:22]([CH3:24])=[CH:23][C:18]=2[S:17][C:16]([CH3:44])([CH3:45])[C:15]1=[O:46] |f:2.3.4|. Procedure: tert-Butyl (3R)-3-[{[4-(2-{[(benzyloxy)carbonyl]amino}ethyl)-2,2,7-trimethyl-3-oxo-3,4-dihydro-2H-1,4-benzothiazin-6-yl]carbonyl}(isopropyl)amino]piperidine-1-carboxylate (1.4 g) was dissolved in methanol (11 ml), and thereto was added a 20% palladium hydroxide/carbon (50% wet.) (0.7 g) under hydrogen atmosphere, and the mixture was vigorously stirred at room temperature for 3 hours. After the reaction was complete, the reaction mixture was filtered on celite, and the filtrate was concentrated u... The reactants are nitro, CC1=C(C(=O)OCC=C)C(=CC=C1)[N+](=O)[O-] (allyl 2-methyl-6-nitrobenzoate), C(C)O (ethanol). Product: NC1=C(C(=O)OCC=C)C=CC=C1OC (allyl 2-amino-3-methoxybenzoate). RXN SMILES: C[C:2]1[CH:13]=[CH:12][CH:11]=[C:10]([N+:14]([O-])=O)[C:3]=1[C:4]([O:6][CH2:7][CH:8]=[CH2:9])=[O:5].[CH2:17]([OH:19])C>>[NH2:14][C:10]1[C:11]([O:19][CH3:17])=[CH:12][CH:13]=[CH:2][C:3]=1[C:4]([O:6][CH2:7][CH:8]=[CH2:9])=[O:5]. Reported procedure: The above nitro compound was reduced by the method described in example 6 for the reduction of allyl 2-methyl-6-nitrobenzoate, except that the solvent was ethanol, to give allyl 2-amino-3-methoxybenzoate. Starting materials: C(C)OC(C1=CC(=CC(=C1)O)OC1=CC=C(C=C1)C#N)=O (3-(4-cyano phenoxy)-5-hydroxy benzoic acid ethyl ester), C(#N)C1=CC=C(CBr)C=C1 (4-cyanobenzylbromide). Yields the product C(C)OC(C1=CC(=CC(=C1)OC1=CC=C(C=C1)C#N)OCC1=CC=C(C=C1)C#N)=O (3-(4-Cyano benzyloxy)-5-(4-cyano phenoxy)benzoic Acid Ethyl Ester). Isolated yield 78.6%. As a reaction SMILES: [CH2:1]([O:3][C:4](=[O:21])[C:5]1[CH:10]=[C:9]([OH:11])[CH:8]=[C:7]([O:12][C:13]2[CH:18]=[CH:17][C:16]([C:19]#[N:20])=[CH:15][CH:14]=2)[CH:6]=1)[CH3:2].[C:22]([C:24]1[CH:31]=[CH:30][C:27]([CH2:28]Br)=[CH:26][CH:25]=1)#[N:23]>>[CH2:1]([O:3][C:4](=[O:21])[C:5]1[CH:6]=[C:7]([O:12][C:13]2[CH:18]=[CH:17][C:16]([C:19]#[N:20])=[CH:15][CH:14]=2)[CH:8]=[C:9]([O:11][CH2:28][C:27]2[CH:30]=[CH:31][C:24]([C:22]#[N:23])=[CH:25][CH:26]=2)[CH:10]=1)[CH3:2]. Procedure details: Using 0.66 g (2.3 mmol) of 3-(4-cyano phenoxy)-5-hydroxy benzoic acid ethyl ester and 4-cyanobenzylbromide (0.45 g, 2.3 mmol) and following the procedure of Example 42(b) afforded 0.72 g of the required product. 1H NMR (DMSO-d6): δ 1.3 (3H, t), 4.3 (2H, q), 5.35 (2H, s), 7.16 (4H, m), 7.44 (1H, s), 7.66 (2H, s), 7.88 (4H, d). Reactants: C1(CC1)N1C2CC(CC1CC2)=O (8-cyclopropyl-8-aza-bicyclo[3.2.1]octan-3-one), N1=CC=CC=C1 (pyridine), Cl.NO (hydroxylamine hydrochloride). The solvent is C(C)O (ethanol), C(=O)([O-])[O-].[Na+].[Na+] (Na2CO3). Run at temperature 23 celsius. The product is C1(CC1)N1C2CC(CC1CC2)=NO (8-Cyclopropyl-8-aza-bicyclo[3.2.1]octan-3-one oxime). The yield is 84.0%. RXN SMILES: [CH:1]1([N:4]2[CH:9]3[CH2:10][CH2:11][CH:5]2[CH2:6][C:7](=O)[CH2:8]3)[CH2:3][CH2:2]1.N1C=CC=CC=1.Cl.[NH2:20][OH:21]>C(O)C.C([O-])([O-])=O.[Na+].[Na+]>[CH:1]1([N:4]2[CH:9]3[CH2:10][CH2:11][CH:5]2[CH2:6][C:7](=[N:20][OH:21])[CH2:8]3)[CH2:3][CH2:2]1 |f:2.3,5.6.7|. Procedure: A mixture of 8-cyclopropyl-8-aza-bicyclo[3.2.1]octan-3-one (CAS no: 60206-33-9) (17.86 g, 108.08 mmol) in ethanol (500 mL) with pyridine (13.05 mL, 162.1 mmol) and hydroxylamine hydrochloride (9.764 g, 140.51 mmol) was refluxed overnight. Cooled to 23° C., filtered off, washed with ethanol and ether and dried in vacuum to give a white solid, which was suspended in 200 mL sat. Na2CO3 solution and extracted 3 times with dichloromethane, the combined organic layers were dried over Na2SO4, filtered ... The reactants are resultant mixture, [Cr](=O)(=O)([O-])Cl.[NH+]1=CC=CC=C1 (pyridinium chlorochromate), resultant mixture, FC(C=1C=C(C=C(C1)C(F)(F)F)C1(CC(=NO1)C1=CC=C(CO)C=C1)C(F)(F)F)(F)F (4-[5-[3,5-bis(trifluoromethyl)phenyl]-5-trifluoromethyl-4,5-dihydroisoxazole-3-yl]benzyl alcohol). The solvent is ClCCl (dichloromethane). Yields the product FC(C=1C=C(C=C(C1)C(F)(F)F)C1(CC(=NO1)C1=CC=C(C=O)C=C1)C(F)(F)F)(F)F (4-[5-[3,5-bis(trifluoromethyl)phenyl]-5-trifluoromethyl-4,5-dihydroisoxazole-3-yl]benzaldehyde). As a reaction SMILES: [F:1][C:2]([F:31])([F:30])[C:3]1[CH:4]=[C:5]([C:13]2([C:26]([F:29])([F:28])[F:27])[O:17][N:16]=[C:15]([C:18]3[CH:25]=[CH:24][C:21]([CH2:22][OH:23])=[CH:20][CH:19]=3)[CH2:14]2)[CH:6]=[C:7]([C:9]([F:12])([F:11])[F:10])[CH:8]=1.[Cr](Cl)([O-])(=O)=O.[NH+]1C=CC=CC=1>ClCCl>[F:31][C:2]([F:1])([F:30])[C:3]1[CH:4]=[C:5]([C:13]2([C:26]([F:27])([F:28])[F:29])[O:17][N:16]=[C:15]([C:18]3[CH:25]=[CH:24][C:21]([CH:22]=[O:23])=[CH:20][CH:19]=3)[CH2:14]2)[CH:6]=[C:7]([C:9]([F:10])([F:12])[F:11])[CH:8]=1 |f:1.2|. Procedure: To a solution of 1.14 g of 4-[5-[3,5-bis(trifluoromethyl)phenyl]-5-trifluoromethyl-4,5-dihydroisoxazole-3-yl]benzyl alcohol in 20 mL of dichloromethane, 2.00 g of silica gel was added, and 0.80 g of pyridinium chlorochromate (PCC) was added to the resultant mixture while stirring the mixture at room temperature, followed by stirring the resultant mixture at the same temperature for 17 hours. After the completion of the reaction, the reaction mixture was passed through silica gel column chromatog... Reactants: N1C(=O)NC(=O)C1 (hydantoin), ClCC1=NC=CC=C1 (2-chloromethylpyridine), potassium carbonate anhydride. Run in CN(C=O)C (N,N-dimethylformamide). Reaction conditions: temperature 80 celsius, time 30 minute. Product: N1=C(C=CC=C1)CN1C(NCC1=O)=O (3-(2-pyridyl) methylhydantoin). Isolated yield 50.3%. Reaction SMILES: [NH:1]1[CH2:7][C:5](=[O:6])[NH:4][C:2]1=[O:3].Cl[CH2:9][C:10]1[CH:15]=[CH:14][CH:13]=[CH:12][N:11]=1>CN(C)C=O>[N:11]1[CH:12]=[CH:13][CH:14]=[CH:15][C:10]=1[CH2:9][N:4]1[C:5](=[O:6])[CH2:7][NH:1][C:2]1=[O:3]. Reported procedure: 5.0 g of hydantoin, 8.2 g of 2-chloromethylpyridine and 6.9 g of potassium carbonate anhydride were dissolved into 100 ml of N,N-dimethylformamide and these were stirred under room temperature for 1 hour and at 80° C. for 30 minutes. The N,N-dimethylformamide was distilled off under reduced pressure and the residue was purified by silica gel column chromatography (eluate solvent; chloroform:methanol=9:1). Thus 4.8 g of the captioned compound was thus obtained. Reactants: CC(=O)O, O=c1cc2c(nn1-c1ccc(Cl)cc1)-c1cc(F)ccc1SCC2, O, OO. The product is O=c1cc2c(nn1-c1ccc(Cl)cc1)-c1cc(F)ccc1S(=O)CC2. RXN SMILES: [CH3:28][C:29](=[O:30])[OH:31].[Cl:1][c:2]1[cH:3][cH:4][c:5](-[n:8]2[n:9][c:10]3[c:11]([cH:12][c:13]2=[O:14])[CH2:15][CH2:16][S:17][c:18]2[c:19]-3[cH:20][c:21]([F:24])[cH:22][cH:23]2)[cH:6][cH:7]1.[OH2:27].[OH:25][OH:26]>>[Cl:1][c:2]1[cH:3][cH:4][c:5](-[n:8]2[n:9][c:10]3[c:11]([cH:12][c:13]2=[O:14])[CH2:15][CH2:16][S:17](=[O:25])[c:18]2[c:19]-3[cH:20][c:21]([F:24])[cH:22][cH:23]2)[cH:6][cH:7]1. The reactants are C(#N)C=1C=C(C=CC1OC1=C(C=C(C=C1)C1=C(C=CC=C1)C(F)(F)F)C1=CN=NC=C1)S(=O)(=O)N(C1=NC=NS1)CC1=C(C=C(C=C1)OC)OC (3-Cyano-N-(2,4-dimethoxybenzyl)-4-{[3-pyridazin-4-yl-2′-(trifluoromethyl)biphenyl-4-yl]oxy}-N-1,2,4-thiadiazol-5-ylbenzenesulfonamide). Solvent: solution, Cl (HCl), O1CCOCC1 (1,4-dioxane). Run at time 2 hour. The product is C(#N)C=1C=C(C=CC1OC1=C(C=C(C=C1)C1=C(C=CC=C1)C(F)(F)F)C1=CN=NC=C1)S(=O)(=O)NC1=NC=NS1 (3-Cyano-4-{[3-pyridazin-4-yl-2′-(trifluoromethyl)biphenyl-4-yl]oxy}-N-1,2,4-thiadiazol-5-ylbenzenesulfonamide). Isolated yield 22.9%. As a reaction SMILES: [C:1]([C:3]1[CH:4]=[C:5]([S:32]([N:35](CC2C=CC(OC)=CC=2OC)[C:36]2[S:40][N:39]=[CH:38][N:37]=2)(=[O:34])=[O:33])[CH:6]=[CH:7][C:8]=1[O:9][C:10]1[CH:15]=[CH:14][C:13]([C:16]2[CH:21]=[CH:20][CH:19]=[CH:18][C:17]=2[C:22]([F:25])([F:24])[F:23])=[CH:12][C:11]=1[C:26]1[CH:31]=[CH:30][N:29]=[N:28][CH:27]=1)#[N:2]>Cl.O1CCOCC1>[C:1]([C:3]1[CH:4]=[C:5]([S:32]([NH:35][C:36]2[S:40][N:39]=[CH:38][N:37]=2)(=[O:33])=[O:34])[CH:6]=[CH:7][C:8]=1[O:9][C:10]1[CH:15]=[CH:14][C:13]([C:16]2[CH:21]=[CH:20][CH:19]=[CH:18][C:17]=2[C:22]([F:25])([F:23])[F:24])=[CH:12][C:11]=1[C:26]1[CH:31]=[CH:30][N:29]=[N:28][CH:27]=1)#[N:2]. Procedure details: 3-Cyano-N-(2,4-dimethoxybenzyl)-4-{[3-pyridazin-4-yl-2′-(trifluoromethyl)biphenyl-4-yl]oxy}-N-1,2,4-thiadiazol-5-ylbenzenesulfonamide (Preparation 21, 400 mg, 0.55 mmol) was dissolved in a 4M solution of HCl in 1,4-dioxane (9 mL). The mixture was stirred at room temperature for 2 hours and then concentrated in vacuo. The residue was purified by silica gel column chromatography (0%-15% methanol in dichloromethane gradient elution), followed by trituration in tert-butylmethyl ether. The residue wa...